Dataset: the Open Reaction Database (ORD), a public repository of structured organic reaction records. Task: describe an organic reaction: reactants, conditions, products, and yield The reactants are Cc1ccc(C(=O)OCc2ccc(C(CN(C)C(=O)OC(C)(C)C)C(=O)Nc3ccc4cnccc4c3)cc2)c(C)c1, ClCCl, Cl. Yields the product CNCC(C(=O)Nc1ccc2cnccc2c1)c1ccc(COC(=O)c2ccc(C)cc2C)cc1. Reaction SMILES: [CH3:1][c:2]1[c:3]([C:4](=[O:5])[O:6][CH2:7][c:8]2[cH:9][cH:10][c:11]([CH:14]([C:15](=[O:16])[NH:17][c:18]3[cH:19][c:20]4[cH:21][cH:22][n:23][cH:24][c:25]4[cH:26][cH:27]3)[CH2:28][N:29]([CH3:30])[C:31]([O:32][C:33]([CH3:34])([CH3:35])[CH3:36])=[O:37])[cH:12][cH:13]2)[cH:38][cH:39][c:40]([CH3:42])[cH:41]1.[Cl:44][CH2:45][Cl:46].[ClH:43]>>[CH3:1][c:2]1[c:3]([C:4](=[O:5])[O:6][CH2:7][c:8]2[cH:9][cH:10][c:11]([CH:14]([C:15](=[O:16])[NH:17][c:18]3[cH:19][c:20]4[cH:21][cH:22][n:23][cH:24][c:25]4[cH:26][cH:27]3)[CH2:28][NH:29][CH3:30])[cH:12][cH:13]2)[cH:38][cH:39][c:40]([CH3:42])[cH:41]1. Starting materials: CS(=O)(=O)C1=CC=C(C=C1)C=1C=2N(C=CC1)N=C(N2)N (8-(4-methanesulfonyl-phenyl)-[1,2,4]triazolo[1,5-a]pyridin-2-ylamine), BrC=1C=C(CN2CCOCC2)C=CC1 (4-(3-bromo-benzyl)-morpholine), C1(CCCCC1)P(C1=C(C=CC=C1)C1=C(C=CC=C1)P(C1CCCCC1)C1CCCCC1)C1CCCCC1 (2,2′-bis-dicyclohexylphosphanyl-biphenyl). Yields the product CS(=O)(=O)C1=CC=C(C=C1)C=1C=2N(C=CC1)N=C(N2)NC2=CC(=CC=C2)CN2CCOCC2 ([8-(4-Methanesulfonyl-phenyl)-[1,2,4]triazolo[1,5-a]pyridin-2-yl]-(3-morpholin-4-ylmethyl-phenyl)-amine), foam. Yield: 26.0%. RXN SMILES: [CH3:1][S:2]([C:5]1[CH:10]=[CH:9][C:8]([C:11]2[C:12]3[N:13]([N:17]=[C:18]([NH2:20])[N:19]=3)[CH:14]=[CH:15][CH:16]=2)=[CH:7][CH:6]=1)(=[O:4])=[O:3].Br[C:22]1[CH:23]=[C:24]([CH:32]=[CH:33][CH:34]=1)[CH2:25][N:26]1[CH2:31][CH2:30][O:29][CH2:28][CH2:27]1.C1(P(C2CCCCC2)C2C=CC=CC=2C2C=CC=CC=2P(C2CCCCC2)C2CCCCC2)CCCCC1>>[CH3:1][S:2]([C:5]1[CH:10]=[CH:9][C:8]([C:11]2[C:12]3[N:13]([N:17]=[C:18]([NH:20][C:33]4[CH:34]=[CH:22][CH:23]=[C:24]([CH2:25][N:26]5[CH2:31][CH2:30][O:29][CH2:28][CH2:27]5)[CH:32]=4)[N:19]=3)[CH:14]=[CH:15][CH:16]=2)=[CH:7][CH:6]=1)(=[O:3])=[O:4]. Procedure details: [8-(4-Methanesulfonyl-phenyl)-[1,2,4]triazolo[1,5-a]pyridin-2-yl]-(3-morpholin-4-ylmethyl-phenyl)-amine was prepared from 8-(4-methanesulfonyl-phenyl)-[1,2,4]triazolo[1,5-a]pyridin-2-ylamine (50.0 mg, 0.173 mmol) and 4-(3-bromo-benzyl)-morpholine (54.0 mg, 0.211 mmol) with 2,2′-bis-dicyclohexylphosphanyl-biphenyl (20.0 mg, 0.0366 mmol) as the ligand in a manner analogous to Step 2d and was isolated as an orange foam (0.021 g, 26%). 1H NMR (400 MHz, CDCl3, δ, ppm): 8.51 (d, J=6.5 Hz, 1H), 8.24 (d... Reaction SMILES: [c:1]1([CH:2]([c:3]2[cH:4][cH:5][cH:6][cH:7][cH:27]2)[N:8]2[C:9](=[O:26])[C:10]3([CH2:11][O:12][c:13]4[c:14]3[cH:15][c:16]([F:19])[cH:17][cH:18]4)[c:20]3[cH:21][cH:22][cH:23][cH:24][c:25]32)[cH:28][cH:29][cH:30][cH:31][cH:32]1.[c:33]1([CH:34]([c:35]2[cH:36][cH:37][cH:38][cH:39][cH:40]2)[N:41]2[c:42]3[c:43]([cH:44][cH:45][cH:46][cH:47]3)[C:48]3([c:49]4[cH:50][c:51]([CH3:52])[c:53]([O:54][CH3:55])[cH:56][c:57]4[O:58][CH2:59]3)[C:60]2=[O:61])[cH:62][cH:63][cH:64][cH:65][cH:66]1>>[NH:8]1[C:9](=[O:26])[C:10]2([CH2:11][O:12][c:13]3[c:14]2[cH:15][c:16]([F:19])[cH:17][cH:18]3)[c:20]2[cH:21][cH:22][cH:23][cH:24][c:25]21. Reactants: O=C1N(C(c2ccccc2)c2ccccc2)c2ccccc2C12COc1ccc(F)cc12, COc1cc2c(cc1C)C1(CO2)C(=O)N(C(c2ccccc2)c2ccccc2)c2ccccc21. Yields the product O=C1Nc2ccccc2C12COc1ccc(F)cc12. Reactants: O (water), BrC1=CC(=C(C#N)C=C1)F (4-bromo-2-fluorobenzonitrile), C(C)(C)NC(C)C (diisopropylamine), Cl.Cl.FC1=C(CNN)C=CC=C1 ((2-fluorobenzyl)hydrazine dihydrochloride). Solvent: C(C)(=O)OCC (ethyl acetate), C(CCC)O (n-butanol). Reaction conditions: temperature 125 celsius, time 15 minute. The product is BrC=1C=CC2=C(N(N=C2C1)CC1=C(C=CC=C1)F)N (6-bromo-2-(2-fluorobenzyl)-2H-indazol-3-amine). Isolated yield 31.0%. As a reaction SMILES: [Br:1][C:2]1[CH:9]=[CH:8][C:5]([C:6]#[N:7])=[C:4](F)[CH:3]=1.C(NC(C)C)(C)C.Cl.Cl.[F:20][C:21]1[CH:29]=[CH:28][CH:27]=[CH:26][C:22]=1[CH2:23][NH:24][NH2:25].O>C(O)CCC.C(OCC)(=O)C>[Br:1][C:2]1[CH:3]=[CH:4][C:5]2[C:8]([CH:9]=1)=[N:25][N:24]([CH2:23][C:22]1[CH:26]=[CH:27][CH:28]=[CH:29][C:21]=1[F:20])[C:6]=2[NH2:7] |f:2.3.4|. Procedure details: To a solution of 4-bromo-2-fluorobenzonitrile (3.19 g, 15.64 mmol) and diisopropylamine (13.16 mL, 93.86 mmol) in n-butanol (70 mL) was added (2-fluorobenzyl)hydrazine dihydrochloride (10 g, 46.93 mmol) and the very thick slurry was heated to 125° C. (the mixture became a cloudy solution at 90° C.) for 18 h. The reaction mixture was poured into water and ethyl acetate. The organic layer was isolated and washed with brine, dried over Na2SO4 and concentrated. The resulting light brown solid was ta...